This data is from the Open Reaction Database (ORD), a public repository of structured organic reaction records. The task is: describe an organic reaction: reactants, conditions, products, and yield The reactants are BrC1=NC(=CC=C1)\C=C\C(CCCCCCCC)O (2-bromo-6-[(1E)-(3RS)-3-hydroxy-1-undecenyl]-pyridine), C(CCC)[Li] (n-butyllithium), COC(C1=CC(=CC=C1)C=O)=O (3-formylbenzoic acid methyl ester). The product is OC(C1=CC(=CC=C1)C(=O)OC)C1=NC(=CC=C1)\C=C\C(CCCCCCCC)O (2-[(1RS)-1-Hydroxy-1-(3-methoxycarbonylphenyl)-methyl]-6-[(1E)-(3RS)-3-hydroxy-1-undecenyl]-pyridine). Yield: 25.5%. Reaction SMILES: Br[C:2]1[CH:7]=[CH:6][CH:5]=[C:4](/[CH:8]=[CH:9]/[CH:10]([OH:19])[CH2:11][CH2:12][CH2:13][CH2:14][CH2:15][CH2:16][CH2:17][CH3:18])[N:3]=1.C([Li])CCC.[CH3:25][O:26][C:27](=[O:36])[C:28]1[CH:33]=[CH:32][CH:31]=[C:30]([CH:34]=[O:35])[CH:29]=1>>[OH:35][CH:34]([C:2]1[CH:7]=[CH:6][CH:5]=[C:4](/[CH:8]=[CH:9]/[CH:10]([OH:19])[CH2:11][CH2:12][CH2:13][CH2:14][CH2:15][CH2:16][CH2:17][CH3:18])[N:3]=1)[C:30]1[CH:31]=[CH:32][CH:33]=[C:28]([C:27]([O:26][CH3:25])=[O:36])[CH:29]=1. Reported procedure: Under the conditions of example 1B, 326 mg of 2-bromo-6-[(1E)-(3RS)-3-hydroxy-1-undecenyl]-pyridine is reacted with 1.38 ml of n-butyllithium (1.6 molar in hexane) and 181 mg of 3-formylbenzoic acid methyl ester (J. Org. Chem. 31, 1966, 2585), worked up and chromatographed on silica gel with hexane/ethyl acetate 8/2. 105 mg of the title compound is obtained as colorless oil. The reactants are N1=CC=CC=C1 (pyridine), N1(CCOCC1)C1=CC(NC(=N1)CC(N1CCC2=C(C=CC=C12)C1=CC=NC=C1)=O)=O (6-(morpholin-4-yl)-2-{2-oxo-2-[4-(pyridin-4-yl)-2,3-dihydro-1H-indol-1-yl]ethyl}pyrimidin-4(3H)-one), Cl.CN(CCCN=C=NCC)C (N-[3-(dimethylamino)propyl]-N′-ethylcarbodiimide hydrochloride), N1(CCOCC1)C=1N=C(NC(C1)=O)CC(=O)[O-].[Na+] (sodium [4-(morpholin-4-yl)-6-oxo-1,6-dihydropyrimidin-2-yl]acetate). Solvent: CN(C=O)C (N,N-dimethylformamide), C(C)(=O)OCC (ethyl acetate), O (water). Reaction conditions: time 48 hour. Product: CN1CCN(CC1)C1=C2CCN(C2=CC=C1)C(CC1=NC(=CC(N1)=O)N1CCOCC1)=O (2-{2-[4-(4-methylpiperazin-1-yl)-2,3-dihydro-1H-indol-1-yl]-2-oxoethyl}-6-(morpholin-4-yl)pyrimidin-4(3H)-one). RXN SMILES: [N:1]1C=CC=C[CH:2]=1.[N:7]1([C:13]2[N:18]=[C:17]([CH2:19][C:20](=[O:36])[N:21]3[C:29]4[C:24](=[C:25](C5C=CN=CC=5)[CH:26]=[CH:27][CH:28]=4)[CH2:23][CH2:22]3)[NH:16][C:15](=[O:37])[CH:14]=2)[CH2:12][CH2:11][O:10][CH2:9][CH2:8]1.Cl.[CH3:39][N:40]([CH3:49])[CH2:41][CH2:42]CN=C=NCC.N1(C2N=C(CC([O-])=O)NC(=O)C=2)CCOCC1.[Na+]>CN(C)C=O.C(OCC)(=O)C.O>[CH3:49][N:40]1[CH2:39][CH2:2][N:1]([C:25]2[CH:26]=[CH:27][CH:28]=[C:29]3[C:24]=2[CH2:23][CH2:22][N:21]3[C:20](=[O:36])[CH2:19][C:17]2[NH:16][C:15](=[O:37])[CH:14]=[C:13]([N:7]3[CH2:8][CH2:9][O:10][CH2:11][CH2:12]3)[N:18]=2)[CH2:42][CH2:41]1 |f:2.3,4.5|. Procedure details: 8 ml of pyridine, 160 mg of 4-(4-methylpiperazin-1-yl)-2,3-dihydro-1H-indole (reference example 10d) and 212 mg of N-[3-(dimethylamino)propyl]-N′-ethylcarbodiimide hydrochloride are successively added to a solution of 288 mg of sodium [4-(morpholin-4-yl)-6-oxo-1,6-dihydropyrimidin-2-yl]acetate (example 1d, step 2d) in 8 ml of N,N-dimethylformamide. The reaction mixture is stirred at ambient temperature for 48 hours. After the addition of 50 ml of water and extraction with ethyl acetate, the orga... The reactants are C(C(C)=C)OC1=CC=C(C=O)C=C1 (4-methallyloxybenzaldehyde), C[SiH](O[Si](O[Si](C)(C)C)(C)C)C (heptamethyltrisiloxane), C1(=CC=CC=C1)C (toluene). The product is CC(COC1=CC=C(C=O)C=C1)C[Si](O[Si](C)(C)C)(O[Si](C)(C)C)C (4-[2-methyl-3-[1,3,3,3-tetramethyl-1-[(trimethylsilyl)oxy]disiloxanyl]-propyloxy]benzaldehyde). Isolated yield 85.0%. Reaction SMILES: [CH2:1]([O:5][C:6]1[CH:13]=[CH:12][C:9]([CH:10]=[O:11])=[CH:8][CH:7]=1)[C:2](=[CH2:4])[CH3:3].[CH3:14][SiH:15]([CH3:25])[O:16][Si:17](C)([CH3:23])[O:18][Si:19]([CH3:22])([CH3:21])[CH3:20].[C:26]1(C)C=CC=CC=1>>[CH3:4][CH:2]([CH2:3][Si:17]([CH3:23])([O:18][Si:19]([CH3:22])([CH3:21])[CH3:20])[O:16][Si:15]([CH3:25])([CH3:14])[CH3:26])[CH2:1][O:5][C:6]1[CH:7]=[CH:8][C:9]([CH:10]=[O:11])=[CH:12][CH:13]=1. Procedure details: To a solution of 4-methallyloxybenzaldehyde (17.62 g, 0.1 mol) and catalyst (complex containing 3-3.5 wt % of Pt in cyclovinylmethylsiloxane, marketed by Huls under the trademark Petrarch PCO85 : 300 μl) in 50 ml of dry toluene heated to 80° C., were added dropwise over 30 minutes 24.47 g (0.11 mol) of heptamethyltrisiloxane. The mixture was maintained at this temperature for 26 hours. The reaction mixture was maintained concentrated and, after distillation at a pressure of 0.1 mmHg (fractions d... Reactants: Cc1nc2ccc(Br)cc2c(-c2ccccc2)c1C(=O)C(F)(F)F, CCOC(C)=O, CN(C)C1CCNC1, CO. Yields the product Cc1nc2ccc(N3CCC(N(C)C)C3)cc2c(-c2ccccc2)c1C(=O)C(F)(F)F. Reaction SMILES: [Br:1][c:2]1[cH:3][c:4]2[c:5](-[c:19]3[cH:20][cH:21][cH:22][cH:23][cH:24]3)[c:6]([C:13]([C:14]([F:15])([F:16])[F:17])=[O:18])[c:7]([CH3:12])[n:8][c:9]2[cH:10][cH:11]1.[C:35]([O:36][CH2:37][CH3:38])(=[O:39])[CH3:40].[CH3:25][N:26]([CH:27]1[CH2:28][NH:29][CH2:30][CH2:31]1)[CH3:32].[CH3:33][OH:34]>>[c:2]1([N:29]2[CH2:28][CH:27]([N:26]([CH3:25])[CH3:32])[CH2:31][CH2:30]2)[cH:3][c:4]2[c:5](-[c:19]3[cH:20][cH:21][cH:22][cH:23][cH:24]3)[c:6]([C:13]([C:14]([F:15])([F:16])[F:17])=[O:18])[c:7]([CH3:12])[n:8][c:9]2[cH:10][cH:11]1. Starting materials: ClC1=NC=C(C(=N1)Cl)Cl (2,4,5-trichloropyrimidine), NC1=C(C(=O)OCC)C=CC=C1 (ethyl 2-aminobenzoate), C(C)(C)N(CC)C(C)C (di-isopropyl-ethylamine). Run in C(C)O (ethanol). Reaction conditions: time 18 hour. Product: ClC1=NC=C(C(=N1)NC1=C(C(=O)OCC)C=CC=C1)Cl (Ethyl 2-[(2,5-dichloro-4-pyrimidinyl)amino]benzoate). Isolated yield 75.0%. RXN SMILES: [Cl:1][C:2]1[N:7]=[C:6](Cl)[C:5]([Cl:9])=[CH:4][N:3]=1.[NH2:10][C:11]1[CH:21]=[CH:20][CH:19]=[CH:18][C:12]=1[C:13]([O:15][CH2:16][CH3:17])=[O:14].C(N(C(C)C)CC)(C)C>C(O)C>[Cl:1][C:2]1[N:7]=[C:6]([NH:10][C:11]2[CH:21]=[CH:20][CH:19]=[CH:18][C:12]=2[C:13]([O:15][CH2:16][CH3:17])=[O:14])[C:5]([Cl:9])=[CH:4][N:3]=1. Reported procedure: A round-bottomed flask was charged with 2,4,5-trichloropyrimidine (5 mL, 43.6 mmol), ethyl 2-aminobenzoate (7.6 g, 46.0 mmol), di-isopropyl-ethylamine (8.3 mL, 48.0 mmol) and ethanol (60 mL). The flask was fitted with a reflux condenser and the reaction was heated to reflux and stirred for 18 h. A white solid appeared in the reaction mixture. The reaction was cooled to room temperature, and the solid was filtered off and washed with ethanol (100 mL), ethanol/hexane (1:1, 200 mL) and hexane (200 ... Reagents/catalysts: [Pd] (palladium on charcoal). Solvent: C(C)(=O)OCC (ethyl acetate). The reactants are intermediate, C1(CCCCC1)C=CC1=CC=C(CCN2C(C=3C(C2=O)=CC=CC3)=O)C=C1 (N-(p-cyclohexylvinylphenethyl)phthalimide), [H][H] (hydrogen). Yields the product C1(CCCCC1)CCC1=CC=C(CCN2C(C=3C(C2=O)=CC=CC3)=O)C=C1 (N-[p-(2-cyclohexylethyl]-phenethyl]-phthalimide). RXN SMILES: [CH:1]1([CH:7]=[CH:8][C:9]2[CH:27]=[CH:26][C:12]([CH2:13][CH2:14][N:15]3[C:19](=[O:20])[C:18]4=[CH:21][CH:22]=[CH:23][CH:24]=[C:17]4[C:16]3=[O:25])=[CH:11][CH:10]=2)[CH2:6][CH2:5][CH2:4][CH2:3][CH2:2]1.[H][H]>[Pd].C(OCC)(=O)C>[CH:1]1([CH2:7][CH2:8][C:9]2[CH:27]=[CH:26][C:12]([CH2:13][CH2:14][N:15]3[C:16](=[O:25])[C:17]4=[CH:24][CH:23]=[CH:22][CH:21]=[C:18]4[C:19]3=[O:20])=[CH:11][CH:10]=2)[CH2:6][CH2:5][CH2:4][CH2:3][CH2:2]1. Procedure details: The intermediate from Example 16, N-(p-cyclohexylvinylphenethyl)phthalimide (9.0 g) and 10% palladium on charcoal (0.9 g) in ethyl acetate (700 ml) is shaken with hydrogen at 3 atmospheres pressure over 7 hours. The mixture is filtered and the filtrate concentrated to dryness at reduced pressure to give N-[p-(2-cyclohexylethyl]-phenethyl]-phthalimide, m.p. 135°-138° after recrystallization from ethanol. The phthalimide (5.75 g) is added to a mixture of hydrazine hydrate (1.6 g) in methanol (100 ... Reactants: BrC1=C(C=CC(=C1)C(C)C)O (2-bromo-4-isopropyl-phenol), BrCC1CC1 (bromomethyl-cyclopropane). The product is BrC1=C(C=CC(=C1)C(C)C)OCC1CC1 (2-Bromo-1-cyclopropylmethoxy-4-(propan-2-yl)benzene). As a reaction SMILES: [Br:1][C:2]1[CH:7]=[C:6]([CH:8]([CH3:10])[CH3:9])[CH:5]=[CH:4][C:3]=1[OH:11].Br[CH2:13][CH:14]1[CH2:16][CH2:15]1>>[Br:1][C:2]1[CH:7]=[C:6]([CH:8]([CH3:9])[CH3:10])[CH:5]=[CH:4][C:3]=1[O:11][CH2:13][CH:14]1[CH2:16][CH2:15]1. Reported procedure: Starting from 2-bromo-4-isopropyl-phenol (example B.a6) and commercially available bromomethyl-cyclopropane the title compound is obtained as colorless solid after short path distillation at 2×10−3 mbar. The reactants are BrCC1=CC=C(C=C1)F (1-(bromomethyl)-4-fluorobenzene), [Zn] (Zn), II (I2), BrCC1=CC=C(C=C1)F (1-(bromomethyl)-4-fluorobenzene), C[Si](C)(C)Cl (TMSCl). Solvent: O1CCCC1 (tetrahydrofuran), O1CCCC1 (tetrahydrofuran). Yields the product [Br-].FC1=CC=C(C[Zn+])C=C1 ((4-fluorobenzyl)zinc(II) bromide). RXN SMILES: [Zn:1].II.[Br:4][CH2:5][C:6]1[CH:11]=[CH:10][C:9]([F:12])=[CH:8][CH:7]=1.C[Si](Cl)(C)C>O1CCCC1>[Br-:4].[F:12][C:9]1[CH:10]=[CH:11][C:6]([CH2:5][Zn+:1])=[CH:7][CH:8]=1 |f:5.6|. Reported procedure: To a stirred mixture of Zn metal (18.5 g, 289.06 mmol, 1.09 equiv), I2 (500 mg, 1.97 mmol, 0.01 equiv) and 1-(bromomethyl)-4-fluorobenzene (5 g, 0.10 equiv) in anhydrous tetrahydrofuran (50 mL) maintained under nitrogen at room temperature was added dropwise a solution of 1-(bromomethyl)-4-fluorobenzene (45 g, 211.6 mmol, 0.90 equiv) in tetrahydrofuran (200 mL). TMSCl (500 mg, 4.60 mmol, 0.02 equiv) was then added dropwise to the reaction. The resulting mixture was refluxed for 10 h. The solutio... Starting materials: C(C)C=1N(C=C(N1)I)CCN (2-(2-ethyl-4-iodo-imidazol-1-yl)-ethylamine), FC(C=1C=C(OCC=O)C=CC1)(F)F ((3-trifluoromethyl-phenoxy)-acetaldehyde). Yields the product C(C)C1=NC(=C2N1CCNC2COC2=CC(=CC=C2)C(F)(F)F)I (3-ethyl-1-iodo-8-(3-trifluoromethyl-phenoxymethyl)-5,6,7,8-tetrahydro-imidazo[1,5-a]pyrazine). Reaction SMILES: [CH2:1]([C:3]1[N:4]([CH2:9][CH2:10][NH2:11])[CH:5]=[C:6]([I:8])[N:7]=1)[CH3:2].[F:12][C:13]([F:25])([F:24])[C:14]1[CH:15]=[C:16]([CH:21]=[CH:22][CH:23]=1)[O:17][CH2:18][CH:19]=O>>[CH2:1]([C:3]1[N:4]2[CH2:9][CH2:10][NH:11][CH:19]([CH2:18][O:17][C:16]3[CH:21]=[CH:22][CH:23]=[C:14]([C:13]([F:12])([F:24])[F:25])[CH:15]=3)[C:5]2=[C:6]([I:8])[N:7]=1)[CH3:2]. Procedure details: According to the general procedure (GP10), microwave-assisted Pictet-Spengler reaction (60 W; 140° C.; 6.5 bars; 10 min.) between 2-(2-ethyl-4-iodo-imidazol-1-yl)-ethylamine (3.880 mmol) and (3-trifluoromethyl-phenoxy)-acetaldehyde (0.792 g; 3.880 mmol) afforded 3-ethyl-1-iodo-8-(3-trifluoromethyl-phenoxymethyl)-5,6,7,8-tetrahydro-imidazo[1,5-a]pyrazine.